This data is from the Open Reaction Database (ORD), a public repository of structured organic reaction records. The task is: describe an organic reaction: reactants, conditions, products, and yield Starting materials: Nc1ncccc1Br, CS(C)=O, CC(C)c1ccc(O)cc1, [Cl-], [K+], [K+], [K+], [NH4+], O=P([O-])([O-])[O-]. Product: CC(C)c1ccc(Oc2cccnc2N)cc1. As a reaction SMILES: [Br:1][c:2]1[c:3]([NH2:8])[n:4][cH:5][cH:6][cH:7]1.[CH3:29][S:30]([CH3:31])=[O:32].[CH:17]([CH3:18])([CH3:19])[c:20]1[cH:21][cH:22][c:23]([OH:26])[cH:24][cH:25]1.[Cl-:27].[K+:14].[K+:15].[K+:16].[NH4+:28].[P:9]([O-:10])([O-:11])([O-:12])=[O:13]>>[c:2]1([O:26][c:23]2[cH:22][cH:21][c:20]([CH:17]([CH3:18])[CH3:19])[cH:25][cH:24]2)[c:3]([NH2:8])[n:4][cH:5][cH:6][cH:7]1. The reactants are CC1(C)Cc2ccccc2C=N1, [K+], N, O=[N+]([O-])[O-], O=S(=O)(O)O. Yields the product CC1(C)Cc2ccc([N+](=O)[O-])cc2C=N1. As a reaction SMILES: [CH3:6][C:7]1([CH3:17])[N:8]=[CH:9][c:10]2[cH:11][cH:12][cH:13][cH:14][c:15]2[CH2:16]1.[K+:1].[NH3:18].[O-:2][N+:3]([O-:4])=[O:5].[S:19](=[O:20])(=[O:21])([OH:22])[OH:23]>>[O-:2][N+:3](=[O:5])[c:12]1[cH:11][c:10]2[c:15]([cH:14][cH:13]1)[CH2:16][C:7]([CH3:6])([CH3:17])[N:8]=[CH:9]2. The reactants are CN(C)C=O, O, O=P(Cl)(Cl)Cl, O=C1c2ccccc2C(=O)N1CCSCc1ccco1. Product: O=Cc1ccc(CSCCN2C(=O)c3ccccc3C2=O)o1. As a reaction SMILES: [CH3:27][N:28]([CH:29]=[O:30])[CH3:31].[OH2:26].[P:1]([Cl:2])([Cl:3])([Cl:4])=[O:5].[o:6]1[c:7]([CH2:11][S:12][CH2:13][CH2:14][N:15]2[C:16](=[O:25])[c:17]3[cH:18][cH:19][cH:20][cH:21][c:22]3[C:23]2=[O:24])[cH:8][cH:9][cH:10]1>>[o:6]1[c:7]([CH2:11][S:12][CH2:13][CH2:14][N:15]2[C:16](=[O:25])[c:17]3[cH:18][cH:19][cH:20][cH:21][c:22]3[C:23]2=[O:24])[cH:8][cH:9][c:10]1[CH:29]=[O:30]. Run in C1CCOC1 (THF), CO (methanol). Procedure: LiOH (2 mL, 2 mmol) was added to a solution of methyl 3-chloro-5-formyl-1H-pyrrole-2-carboxylate (0.050 g, 0.26 mmol) in THF (2 mL) and methanol (2 mL). The solution was stirred at room temperature overnight. The solvents were evaporated and the residue was partitioned between EtOAc and 1 N HCl. The organic layer was separated, dried over MgSO4, filtered and evaporated to a solid to afford the title compound (0.0517 g) as a crude product which was used with no further purification. 1H NMR (400 M... Yields the product ClC1=C(NC(=C1)C=O)C(=O)O (3-Chloro-5-formyl-1H-pyrrole-2-carboxylic acid). Reactants: [Li+].[OH-] (LiOH), ClC1=C(NC(=C1)C=O)C(=O)OC (methyl 3-chloro-5-formyl-1H-pyrrole-2-carboxylate). The yield is 114.6%. Run at time 8 hour. RXN SMILES: [Li+].[OH-].[Cl:3][C:4]1[CH:8]=[C:7]([CH:9]=[O:10])[NH:6][C:5]=1[C:11]([O:13]C)=[O:12]>C1COCC1.CO>[Cl:3][C:4]1[CH:8]=[C:7]([CH:9]=[O:10])[NH:6][C:5]=1[C:11]([OH:13])=[O:12] |f:0.1|.